Task: describe an organic reaction: reactants, conditions, products, and yield. Dataset: the Open Reaction Database (ORD), a public repository of structured organic reaction records The reactants are C(C)(C)(C)C1C(CCC(C1)C)O (2-tert-butyl-4-methylcyclohexanol), C(C)(=O)OC(C)=O (acetic anhydride). The product is C(C)(=O)OC1C(CC(CC1)C)C(C)(C)C (2-tert-butyl-4-methylcyclohexyl acetate). Yield: 95.0%. RXN SMILES: [C:1]([CH:5]1[CH2:10][CH:9]([CH3:11])[CH2:8][CH2:7][CH:6]1[OH:12])([CH3:4])([CH3:3])[CH3:2].[C:13](OC(=O)C)(=[O:15])[CH3:14]>>[C:13]([O:12][CH:6]1[CH2:7][CH2:8][CH:9]([CH3:11])[CH2:10][CH:5]1[C:1]([CH3:4])([CH3:2])[CH3:3])(=[O:15])[CH3:14]. Procedure: A mixture of 680 g (4 moles) of 2-tert-butyl-4-methylcyclohexanol and 612 g (6 moles) of acetic anhydride was heated to 145°-160° C. and the resulting acetic acid was distilled off slowly in the course of 3 hours. When the reaction was complete, the mixture was cooled, the excess acetic anhydride was distilled off under 20 mbar, the residue was cooled and then taken up in 500 ml of diethyl ether, the ether solution was washed acid-free with aqueous sodium bicarbonate solution, the solvent was re... Starting materials: Cl (hydrochloric acid), C(C)OC(=O)C(CCC1N(CCC=2C3=CC=CC=C3NC12)C)C(=O)OCC (1,2,3,4-tetrahydro-1-[3,3-bis(ethoxycarbonyl)-propyl]-2-methyl-β-carboline), C (charcoal). Conditions: temperature 80 celsius, time 5 hour. The product is Cl.C(=O)(O)CCCC1N(CCC=2C3=CC=CC=C3NC12)C (1,2,3,4-tetrahydro-1-(3-carboxypropyl)-2-methyl-β-carboline hydrochloride). Yield: 79.8%. As a reaction SMILES: [ClH:1].C([O:4][C:5]([CH:7](C(OCC)=O)[CH2:8][CH2:9][CH:10]1[C:22]2[NH:21][C:20]3[C:15](=[CH:16][CH:17]=[CH:18][CH:19]=3)[C:14]=2[CH2:13][CH2:12][N:11]1[CH3:23])=[O:6])C.C>>[ClH:1].[C:5]([CH2:7][CH2:8][CH2:9][CH:10]1[C:22]2[NH:21][C:20]3[C:15](=[CH:16][CH:17]=[CH:18][CH:19]=3)[C:14]=2[CH2:13][CH2:12][N:11]1[CH3:23])([OH:6])=[O:4] |f:3.4|. Reported procedure: 25 ml of 5% hydrochloric acid were added to 1.08 g of 1,2,3,4-tetrahydro-1-[3,3-bis(ethoxycarbonyl)-propyl]-2-methyl-β-carboline, and the mixture was stirred at 80° C. for 5 hours. After the reaction was completed, the mixture was treated with activated charcoal powder and then condensed under reduced pressure. 930 mg of 1,2,3,4-tetrahydro-1-(3-carboxypropyl)-2-methyl-β-carboline hydrochloride were thereby obtained. Yield: 79.8% The reactants are ClC=1C=C(C=C(C1)Cl)C1=NNC=C1 (3-(3,5-dichlorophenyl)-1H-pyrazole), ClN1C(CCC1=O)=O (N-chlorosuccinimide). Solvent: ClCCl (dichloromethane). Run at time 4 day. The product is ClC=1C(=NNC1)C1=CC(=CC(=C1)Cl)Cl (4-chloro-3-(3,5-dichlorophenyl)-1H-pyrazole). Yield: 37.2%. Reaction SMILES: [Cl:1][C:2]1[CH:3]=[C:4]([C:9]2[CH:13]=[CH:12][NH:11][N:10]=2)[CH:5]=[C:6]([Cl:8])[CH:7]=1.[Cl:14]N1C(=O)CCC1=O>ClCCl>[Cl:14][C:13]1[C:9]([C:4]2[CH:3]=[C:2]([Cl:1])[CH:7]=[C:6]([Cl:8])[CH:5]=2)=[N:10][NH:11][CH:12]=1. Reported procedure: 2.3 g (0.0152 mol) of 3-(3,5-dichlorophenyl)-1H-pyrazole are dissolved, at room temperature and with stirring, in 300 ml of dichloromethane. 2.07 g (0.016 mol) of N-chlorosuccinimide are then added and then stirring is continued for 4 days at room temperature. The reaction mixture is then concentrated and then chromatographed on a silica column (eluent 70/30 heptane/ethyl acetate). 1.4 g (yield: 57%, melting point: 192° C.) of 4-chloro-3-(3,5-dichlorophenyl)-1H-pyrazole are obtained. Isolated yield 97.9%. The reagents and catalysts are C(C1=CC=CC=C1)(=O)OOC(C1=CC=CC=C1)=O (dibenzoyl peroxide). RXN SMILES: [Br:1]N1C(=O)CCC1=O.[Cl:9][C:10]1[CH:11]=[C:12]([CH3:17])[CH:13]=[CH:14][C:15]=1[F:16]>C(OOC(=O)C1C=CC=CC=1)(=O)C1C=CC=CC=1.C(Cl)(Cl)(Cl)Cl>[Cl:9][C:10]1[CH:11]=[C:12]([CH:13]=[CH:14][C:15]=1[F:16])[CH2:17][Br:1]. Product: ClC=1C=C(CBr)C=CC1F (3-Chloro-4-fluorobenzyl bromide). The solvent is C(Cl)(Cl)(Cl)Cl (CCl4). The reactants are BrN1C(CCC1=O)=O (N-bromosuccinimide), ClC=1C=C(C=CC1F)C (3-chloro-4-fluorotoluene). Procedure details: 0.05 g of dibenzoyl peroxide and then 6.1 g of N-bromosuccinimide are added to a mixture of 5 g of 3-chloro-4-fluorotoluene and 100 ml of CCl4 and the reaction mixture is refluxed for 12 hours. The insoluble material is filtered off and washed with CCl4. The filtrate is washed with water and with saturated NaCl solution, the organic phase is dried over Na2SO4 and the solvent is evaporated off under vacuum to give 7.5 g of the expected product in the form of an oil, which is used as such. Reactants: hydrochloride salt, ClC=1C=CC(=C(C1)C1=CC(=CC=2CC(OC21)COS(=O)(=O)C2=CC=C(C=C2)C)OC)OC ((±)-{[7-(5-chloro-2-methoxyphenyl)-5-methoxy-2,3-dihydro-1-benzofuran-2-yl]methyl}4-methylbenzenesulfonate), CN (methylamine). Yields the product ClC=1C=CC(=C(C1)C1=CC(=CC=2CC(OC21)CNC)OC)OC ((±)-{[7-(5-chloro-2-methoxyphenyl)-5-methoxy-2,3-dihydro-1-benzofuran-2-yl]methyl}methylamine). As a reaction SMILES: [Cl:1][C:2]1[CH:3]=[CH:4][C:5]([O:31][CH3:32])=[C:6]([C:8]2[C:16]3[O:15][CH:14]([CH2:17]OS(C4C=CC(C)=CC=4)(=O)=O)[CH2:13][C:12]=3[CH:11]=[C:10]([O:29][CH3:30])[CH:9]=2)[CH:7]=1.[CH3:33][NH2:34]>>[Cl:1][C:2]1[CH:3]=[CH:4][C:5]([O:31][CH3:32])=[C:6]([C:8]2[C:16]3[O:15][CH:14]([CH2:17][NH:34][CH3:33])[CH2:13][C:12]=3[CH:11]=[C:10]([O:29][CH3:30])[CH:9]=2)[CH:7]=1. Procedure: The title compound was prepared (0.067 g, 58%) following the general procedure of Example 390 as a white solid, hydrochloride salt from (±)-{[7-(5-chloro-2-methoxyphenyl)-5-methoxy-2,3-dihydro-1-benzofuran-2-yl]methyl}4-methylbenzenesulfonate (0.148 g, 0.31 mmol) and methylamine (0.097 g, 3.1 mmol). mp 169-171° C. Reactants: [H-].[Al+3].[Li+].[H-].[H-].[H-] (Lithium aluminum hydride), O (water), [OH-].[Na+] (sodium hydroxide), C(C1=CC=CC=C1)N1CCN(CC1)C(CC=1N(N=C2C(=NC=3C=CC=CC3C21)Cl)C2=CC=CC=C2)=O (1-[2-(4-Benzylpiperazin-1-yl)-2-oxoethyl]-4-chloro-2-phenyl-2H-pyrazolo[3,4-c]quinoline), [H-].[Al+3].[Li+].[H-].[H-].[H-] (lithium aluminum hydride), O (water). Solvent: O1CCCC1 (tetrahydrofuran). Conditions: temperature 0 celsius, time 48 hour. Product: C(C1=CC=CC=C1)N1CCN(CC1)CCC=1N(N=C2C(=NC=3C=CC=CC3C21)Cl)C2=CC=CC=C2 (1-[2-(4-benzylpiperazin-1-yl)ethyl]-4-chloro-2-phenyl-2H-pyrazolo[3,4-c]quinoline). Isolated yield 15.6%. RXN SMILES: [CH2:1]([N:8]1[CH2:13][CH2:12][N:11]([C:14](=O)[CH2:15][C:16]2[N:17]([C:30]3[CH:35]=[CH:34][CH:33]=[CH:32][CH:31]=3)[N:18]=[C:19]3[C:28]=2[C:27]2[CH:26]=[CH:25][CH:24]=[CH:23][C:22]=2[N:21]=[C:20]3[Cl:29])[CH2:10][CH2:9]1)[C:2]1[CH:7]=[CH:6][CH:5]=[CH:4][CH:3]=1.[H-].[Al+3].[Li+].[H-].[H-].[H-].O.[OH-].[Na+]>O1CCCC1>[CH2:1]([N:8]1[CH2:13][CH2:12][N:11]([CH2:14][CH2:15][C:16]2[N:17]([C:30]3[CH:35]=[CH:34][CH:33]=[CH:32][CH:31]=3)[N:18]=[C:19]3[C:28]=2[C:27]2[CH:26]=[CH:25][CH:24]=[CH:23][C:22]=2[N:21]=[C:20]3[Cl:29])[CH2:10][CH2:9]1)[C:2]1[CH:3]=[CH:4][CH:5]=[CH:6][CH:7]=1 |f:1.2.3.4.5.6,8.9|. Reported procedure: 1-[2-(4-Benzylpiperazin-1-yl)-2-oxoethyl]-4-chloro-2-phenyl-2H-pyrazolo[3,4-c]quinoline (3.05 g, 6.1 mmol) was dissolved in 90 mL of tetrahydrofuran and cooled to 0° C. Lithium aluminum hydride (0.41 g, 10.75 mmol) was added. The mixture was allowed to stir at ambient temperature for 48 hours. A second portion of lithium aluminum hydride (0.17 g, 4.5 mmol) was added, and the mixture was stirred for 24 hours at ambient temperature. 0.6 mL of water, followed by 0.6 mL of 2 N aqueous sodium hydroxi...